This data is from the Open Reaction Database (ORD), a public repository of structured organic reaction records. The task is: describe an organic reaction: reactants, conditions, products, and yield Run at temperature 0 celsius, time 16 hour. Product: O=C1C(CCCC1)C(=O)O (2-oxocyclohexanecarboxylic acid). Solvent: O (water). Reaction SMILES: [O:1]=[C:2]1[CH2:7][CH2:6][CH2:5][CH2:4][CH:3]1[C:8]([O:10]CC)=[O:9].[OH-].[Na+].Cl>O>[O:1]=[C:2]1[CH2:7][CH2:6][CH2:5][CH2:4][CH:3]1[C:8]([OH:10])=[O:9] |f:1.2|. The reactants are O=C1C(CCCC1)C(=O)OCC (ethyl 2-oxocyclohexanecarboxylate), [OH-].[Na+] (NaOH), Cl (HCl). Procedure details: To ethyl 2-oxocyclohexanecarboxylate (2.0 g, 0.01 mmol), 5N NaOH (0.56 g, 0.014 mmol) dissolved in water (3.0 mL) was added at room temperature and stirred for 16 h. The reaction mixture was cooled to 0° C., conc. HCl (1.2 mL) was added and stirred for 45 min. to give 2-oxocyclohexanecarboxylic acid. In another setup, 2,3-dichloroaniline (1.8 g, 11.0 mmol), dissolved in H2O (10 mL) was cooled to 0° C., conc. HCl (6 mL) was added slowly and stirred for 20 min. NaNO2 (0.77 g, 11.0 mmol) in water (... The reactants are Ice water, Cl.CNCC1=CC=CC2=CC=CC=C12 (N-methyl-1-naphthylmethylamine hydrochloride), C(C)(C)(C)C1=CC=C(CBr)C=C1 (p-t-butylbenzyl bromide), C([O-])([O-])=O.[Na+].[Na+] (sodium carbonate). The solvent is CN(C=O)C (dimethylformamide). The product is CN(CC1=CC=C(C=C1)C(C)(C)C)CC1=CC=CC2=CC=CC=C12 (N-methyl-N-(4'-t-butylbenzyl)-1-naphthylmethylamine). Yield: 94.0%. RXN SMILES: Cl.[CH3:2][NH:3][CH2:4][C:5]1[C:14]2[C:9](=[CH:10][CH:11]=[CH:12][CH:13]=2)[CH:8]=[CH:7][CH:6]=1.C(=O)([O-])[O-].[Na+].[Na+].[C:21]([C:25]1[CH:32]=[CH:31][C:28]([CH2:29]Br)=[CH:27][CH:26]=1)([CH3:24])([CH3:23])[CH3:22]>CN(C)C=O>[CH3:2][N:3]([CH2:4][C:5]1[C:14]2[C:9](=[CH:10][CH:11]=[CH:12][CH:13]=2)[CH:8]=[CH:7][CH:6]=1)[CH2:29][C:28]1[CH:31]=[CH:32][C:25]([C:21]([CH3:24])([CH3:23])[CH3:22])=[CH:26][CH:27]=1 |f:0.1,2.3.4|. Reported procedure: N-methyl-1-naphthylmethylamine hydrochloride (2.1 g; 0.01 mole) was dissolved in 50 ml of dry dimethylformamide, and 3.71 g (0.035 mole) of anhydrous sodium carbonate was added. The mixture was stirred at room temperature, and 2.49 g (0.011 mole) of p-t-butylbenzyl bromide was added. The mixture was reacted at 30° to 40° C. for 5 hours. Ice water was added to the reaction mixture, and the mixture was extracted with toluene. The organic layer was washed with water, and toluene was evaporated. The...